The task is: describe an organic reaction: reactants, conditions, products, and yield. This data is from the Open Reaction Database (ORD), a public repository of structured organic reaction records. The solvent is Br.CO (HBr MeOH). Conditions: temperature 0 celsius, time 15 minute. Isolated yield 23.6%. Reported procedure: 2-(2-Bromoacetylamino)benzenearsonic acid (6 g, 17.8 mmol) was dissolved in HBr/MeOH (1:1). NaI (80 mg) was added and the reaction was purged with N2 and cooled to 0° C. SO2 was bubbled through at ca. 4 bubbles/second and after 15 min a white precipitate started to form. SO2 was bubbled through for a further 2.5 h as the reaction was warmed to room temperature. The reaction was purged with N2 for 10 min, and the solid was collected by filtration washing with H2O (×3), ether (×2) to give 1.35 g o... Product: BrCC(=O)NC1=C(C=CC=C1)[As](O)O (2-(2-bromoacetylamino)benzenearsonous acid). Starting materials: BrCC(=O)NC1=C(C=CC=C1)[As](O)(=O)O (2-(2-Bromoacetylamino)benzenearsonic acid), [Na+].[I-] (NaI). As a reaction SMILES: [Br:1][CH2:2][C:3]([NH:5][C:6]1[CH:11]=[CH:10][CH:9]=[CH:8][C:7]=1[As:12](O)(=[O:14])[OH:13])=[O:4].[Na+].[I-]>Br.CO>[Br:1][CH2:2][C:3]([NH:5][C:6]1[CH:11]=[CH:10][CH:9]=[CH:8][C:7]=1[As:12]([OH:14])[OH:13])=[O:4] |f:1.2,3.4|. Starting materials: NC=1C=C(C=CC1)C(C)=O (m-aminoacetophenone), N(=O)[O-].[Na+] (sodium nitrite), resultant mixture, Br (hydrobromic acid), resultant mixture, aqueous solution, C(C=C)(=O)OCC (ethyl acrylate). Reagents/catalysts: [Cu-]=O (copper (I) oxide). Solvent: O (water), CC(=O)C (acetone), O (water). Yields the product BrC(C(=O)OCC)CC1=CC(=CC=C1)C(C)=O (ethyl 2-bromo-3-(3-acetylphenyl)propionate). As a reaction SMILES: N[C:2]1[CH:3]=[C:4]([C:8](=[O:10])[CH3:9])[CH:5]=[CH:6][CH:7]=1.[BrH:11].N([O-])=O.[Na+].[C:16]([O:20][CH2:21][CH3:22])(=[O:19])[CH:17]=[CH2:18]>CC(C)=O.[Cu-]=O.O>[Br:11][CH:17]([CH2:18][C:2]1[CH:7]=[CH:6][CH:5]=[C:4]([C:8](=[O:10])[CH3:9])[CH:3]=1)[C:16]([O:20][CH2:21][CH3:22])=[O:19] |f:2.3|. Procedure details: solution of 5 g of m-aminoacetophenone in 100 ml of acetone was combined with 25 ml of water and 15 ml of 47% hydrobromic acid and the resultant mixture was stirred for 30 minutes with 10 ml of an aqueous solution containing 3.32 g of sodium nitrite added dropwise in advance thereto at 5 C. The produced reaction solution and 28 ml of ethyl acrylate added dropwise thereto and 0.53 g of copper (I) oxide added piecemeal thereto at 40° C. were stirred for 2 hours. The resultant mixture was combined ...